From a dataset of the Open Reaction Database (ORD), a public repository of structured organic reaction records. describe an organic reaction: reactants, conditions, products, and yield The reactants are ClC1=NC=C(C(=O)NC2=CC=C(C=C2)OC(F)(F)Cl)C=C1I (6-chloro-N-(4-(chlorodifluoromethoxy)phenyl)-5-iodonicotinamide), N1C[C@H]([C@@H](C1)O)O ((3R,4R)-pyrrolidine-3,4-diol), CCN(C(C)C)C(C)C (DIPEA). The solvent is CC(C)O (iPrOH). Conditions: temperature 140 celsius, time 1 hour. Yields the product ClC(OC1=CC=C(C=C1)NC(C1=CN=C(C(=C1)I)N1C[C@H]([C@@H](C1)O)O)=O)(F)F (N-(4-(Chlorodifluoromethoxy)phenyl)-6-((3R,4R)-3,4-dihydroxypyrrolidin-1-yl)-5-iodonicotinamide). As a reaction SMILES: Cl[C:2]1[C:21]([I:22])=[CH:20][C:5]([C:6]([NH:8][C:9]2[CH:14]=[CH:13][C:12]([O:15][C:16]([Cl:19])([F:18])[F:17])=[CH:11][CH:10]=2)=[O:7])=[CH:4][N:3]=1.[NH:23]1[CH2:27][C@@H:26]([OH:28])[C@H:25]([OH:29])[CH2:24]1.CCN(C(C)C)C(C)C>CC(O)C>[Cl:19][C:16]([F:18])([F:17])[O:15][C:12]1[CH:13]=[CH:14][C:9]([NH:8][C:6](=[O:7])[C:5]2[CH:20]=[C:21]([I:22])[C:2]([N:23]3[CH2:27][C@@H:26]([OH:28])[C@H:25]([OH:29])[CH2:24]3)=[N:3][CH:4]=2)=[CH:10][CH:11]=1. Procedure details: To a solution of 6-chloro-N-(4-(chlorodifluoromethoxy)phenyl)-5-iodonicotinamide (Stage 247.2, 300 mg, 0.654 mmol) and (3R,4R)-pyrrolidine-3,4-diol (88 mg, 0.850 mmol) in iPrOH (5 mL) was added DIPEA (0.228 mL, 1.307 mmol). The RM was stirred at 140° C. for 1 h and then 3 h at 130° C. The solvent was evaporated off under reduced pressure to give the crude product which was used directly without any further purification. UPLC-MS (Condition 3), tR=1.00 min, m/z=525.9/528.0 [M+H]+.